Dataset: the Open Reaction Database (ORD), a public repository of structured organic reaction records. Task: describe an organic reaction: reactants, conditions, products, and yield Starting materials: CCOC(C)(C)CCCC(C)CC=CC(C)=CC(=O)OC, CO, [K+], [OH-], O. Yields the product CCOC(C)(C)CCCC(C)CC=CC(C)=CC(=O)O. RXN SMILES: [CH2:1]([CH3:2])[O:3][C:4]([CH2:5][CH2:6][CH2:7][CH:8]([CH2:9][CH:10]=[CH:11][C:12](=[CH:13][C:14](=[O:15])[O:16][CH3:17])[CH3:18])[CH3:19])([CH3:20])[CH3:21].[CH3:22][OH:23].[K+:25].[OH-:24].[OH2:26]>>[CH2:1]([CH3:2])[O:3][C:4]([CH2:5][CH2:6][CH2:7][CH:8]([CH2:9][CH:10]=[CH:11][C:12](=[CH:13][C:14](=[O:15])[OH:16])[CH3:18])[CH3:19])([CH3:20])[CH3:21]. Reactants: COCCCl, [H-], [Na+], CN(C)C=O, COC(=O)C1(O)CCN(C(=O)OC(C)(C)C)CC1. The product is COCCOC1(C(=O)OC)CCN(C(=O)OC(C)(C)C)CC1. As a reaction SMILES: [Cl:21][CH2:22][CH2:23][O:24][CH3:25].[H-:19].[Na+:20].[O:26]=[CH:27][N:28]([CH3:29])[CH3:30].[OH:1][C:2]1([C:15](=[O:16])[O:17][CH3:18])[CH2:3][CH2:4][N:5]([C:8](=[O:9])[O:10][C:11]([CH3:12])([CH3:13])[CH3:14])[CH2:6][CH2:7]1>>[O:1]([C:2]1([C:15](=[O:16])[O:17][CH3:18])[CH2:3][CH2:4][N:5]([C:8](=[O:9])[O:10][C:11]([CH3:12])([CH3:13])[CH3:14])[CH2:6][CH2:7]1)[CH2:22][CH2:23][O:24][CH3:25]. Product: C12C(C3CC(CC(C1)C3)C2)NC(=O)C=2C=NN(C2SC2CCCC2)C2=CC=C(C(=O)O)C=C2 (4-[4-(2-adamantylcarbamoyl)-5-cyclopentylsulfanyl-pyrazol-1-yl]benzoic acid). The yield is 97.0%. Reported procedure: 2M aqueous sodium hydroxide (1.694 mL, 3.39 mmol) was added in one portion to methyl 4-[4-(2-adamantylcarbamoyl)-5-cyclopentylsulfanyl-pyrazol-1-yl]benzoate (Intermediate #90) (325 mg, 0.68 mmol) in methanol (10 mL). The resulting mixture was stirred at 20° C. for 18 hours. The reaction mixture was concentrated and diluted with water (50 mL), and washed with ether (20 mL). The aqueous solution was adjusted to pH 3 with 2M HCl and extracted with EtOAc (2×25 mL), and the combined extracts washed s... Reaction conditions: temperature 20 celsius, time 18 hour. Run in CO (methanol). RXN SMILES: [OH-].[Na+].[CH:3]12[CH2:12][CH:7]3[CH2:8][CH:9]([CH2:11][CH:5]([CH2:6]3)[CH:4]1[NH:13][C:14]([C:16]1[CH:17]=[N:18][N:19]([C:27]3[CH:36]=[CH:35][C:30]([C:31]([O:33]C)=[O:32])=[CH:29][CH:28]=3)[C:20]=1[S:21][CH:22]1[CH2:26][CH2:25][CH2:24][CH2:23]1)=[O:15])[CH2:10]2>CO>[CH:3]12[CH2:12][CH:7]3[CH2:8][CH:9]([CH2:11][CH:5]([CH2:6]3)[CH:4]1[NH:13][C:14]([C:16]1[CH:17]=[N:18][N:19]([C:27]3[CH:36]=[CH:35][C:30]([C:31]([OH:33])=[O:32])=[CH:29][CH:28]=3)[C:20]=1[S:21][CH:22]1[CH2:26][CH2:25][CH2:24][CH2:23]1)=[O:15])[CH2:10]2 |f:0.1|. The reactants are [OH-].[Na+] (sodium hydroxide), C12C(C3CC(CC(C1)C3)C2)NC(=O)C=2C=NN(C2SC2CCCC2)C2=CC=C(C(=O)OC)C=C2 (methyl 4-[4-(2-adamantylcarbamoyl)-5-cyclopentylsulfanyl-pyrazol-1-yl]benzoate), C12C(C3CC(CC(C1)C3)C2)NC(=O)C=2C=NN(C2SC2CCCC2)C2=CC=C(C(=O)OC)C=C2 (methyl 4-[4-(2-adamantylcarbamoyl)-5-cyclopentylsulfanyl-pyrazol-1-yl]benzoate). RXN SMILES: [NH:1]1[C:5]2[CH:6]=[CH:7][CH:8]=[CH:9][C:4]=2[N:3]=[C:2]1[CH:10]1[CH2:15][CH2:14][N:13]([C:16](=[O:18])[CH3:17])[CH2:12][CH2:11]1.[H-].[Na+].[CH2:21](Br)[CH:22]=[CH2:23]>CN(C=O)C>[CH2:23]([N:1]1[C:5]2[CH:6]=[CH:7][CH:8]=[CH:9][C:4]=2[N:3]=[C:2]1[CH:10]1[CH2:11][CH2:12][N:13]([C:16](=[O:18])[CH3:17])[CH2:14][CH2:15]1)[CH:22]=[CH2:21] |f:1.2|. Run in CN(C)C=O (DMF). Procedure: The title compound was prepared from 1-(4-(1-H-benzoimidazol-2-yl)-piperidin-1-yl)ethanone (from Step A), sodium hydride, allyl bromide and DMF. Yields the product C(C=C)N1C(=NC2=C1C=CC=C2)C2CCN(CC2)C(C)=O (1-(4-(1-Allyl-1-H-benzoimidazol-2-yl)piperidin-1-yl)ethanone). The reactants are N1C(=NC2=C1C=CC=C2)C2CCN(CC2)C(C)=O (1-(4-(1-H-Benzoimidazol-2-yl)-piperidin-1-yl)ethanone), [H-].[Na+] (sodium hydride), C(C=C)Br (allyl bromide). Starting materials: C(C1=CC=CC=C1)OC(NC=1C(N2[C@@H](CCC2=C(C1)C(C)=O)C(NCC1=CC=C(C=C1)C(=N)NC(=O)OC(C)(C)C)=O)=O)=O ((3S)-{8-Acetyl-3-[4-(tert-butoxycarbonylamino-imino-methyl)-benzylcarbamoyl]-5-oxo-1,2,3,5-tetrahydro-indolizin-6-yl}-carbamic acid benzyl ester), C(=O)(C(F)(F)F)O (TFA). Run in C(Cl)Cl (CH2Cl2). Conditions: time 2 hour. Yields the product C(C1=CC=CC=C1)OC(NC=1C(N2[C@@H](CCC2=C(C1)C(C)=O)C(NCC1=CC=C(C=C1)C(N)=N)=O)=O)=O ((3S)-[8-Acetyl-3-(4-carbamimidoyl-benzylcarbamoyl)-5-oxo-1,2,3,5-tetrahydro-indolizin-6-yl]-carbamic acid benzyl ester). Isolated yield 30.9%. RXN SMILES: [CH2:1]([O:8][C:9](=[O:44])[NH:10][C:11]1[C:12](=[O:43])[N:13]2[C:17](=[C:18]([C:20](=[O:22])[CH3:21])[CH:19]=1)[CH2:16][CH2:15][C@H:14]2[C:23](=[O:42])[NH:24][CH2:25][C:26]1[CH:31]=[CH:30][C:29]([C:32]([NH:34]C(OC(C)(C)C)=O)=[NH:33])=[CH:28][CH:27]=1)[C:2]1[CH:7]=[CH:6][CH:5]=[CH:4][CH:3]=1.C(O)(C(F)(F)F)=O>C(Cl)Cl>[CH2:1]([O:8][C:9](=[O:44])[NH:10][C:11]1[C:12](=[O:43])[N:13]2[C:17](=[C:18]([C:20](=[O:22])[CH3:21])[CH:19]=1)[CH2:16][CH2:15][C@H:14]2[C:23](=[O:42])[NH:24][CH2:25][C:26]1[CH:31]=[CH:30][C:29]([C:32](=[NH:33])[NH2:34])=[CH:28][CH:27]=1)[C:2]1[CH:3]=[CH:4][CH:5]=[CH:6][CH:7]=1. Reported procedure: The compound (22 mg, 0.116 mmol) obtained from Step E was dissolved in CH2Cl2 and treated with TFA (180 μL, 2.32 mmol). Let stir 2 h at room temperature. Concentrated under vacuum, lyopholized to give a white solid (18 mg). 1HNMR (300 MHz, CD3OD) δ 2.49 (s, 3H) 3.2–3.4 (m, 2H) 4.6–4.9 (m, 2H) 5.2 (m, 1H), 5.25 (s, 2H) 7.3–7.5 (m, 9H), 7.6 (m, 2H) 7.8 (m, 2H). MS m/e 502.4 [M+H]. Reported procedure: The procedure of Example 8 was followed except that the (S)-4-(4'-methylheptyloxy)benzoic acid was replaced by (S)-4-(6'-methylnonyloxy)benzoic acid to thereby give the title compound. The reactants are C[C@H](CCCOC1=CC=C(C(=O)O)C=C1)CCC ((S)-4-(4'-methylheptyloxy)benzoic acid), C[C@H](CCCCCOC1=CC=C(C(=O)O)C=C1)CCC ((S)-4-(6'-methylnonyloxy)benzoic acid). Product: C(CCCCCCC)C1=CC=C(C=C1)OC(C1=CC=C(C=C1)OCCCCC[C@H](CCC)C)=O ((S)-4-(6'-methylnonyloxy)benzoic acid 4-n-octylphenyl ester). RXN SMILES: C[C@@H](CCC)CCCO[C:7]1[CH:15]=[CH:14][C:10]([C:11](O)=O)=[CH:9][CH:8]=1.[CH3:19][C@@H:20]([CH2:36][CH2:37][CH3:38])[CH2:21][CH2:22][CH2:23][CH2:24][CH2:25][O:26][C:27]1[CH:35]=[CH:34][C:30]([C:31]([OH:33])=[O:32])=[CH:29][CH:28]=1>>[CH2:11]([C:10]1[CH:9]=[CH:8][C:7]([O:32][C:31](=[O:33])[C:30]2[CH:29]=[CH:28][C:27]([O:26][CH2:25][CH2:24][CH2:23][CH2:22][CH2:21][C@@H:20]([CH3:19])[CH2:36][CH2:37][CH3:38])=[CH:35][CH:34]=2)=[CH:15][CH:14]=1)[CH2:14][CH2:15][CH2:7][CH2:8][CH2:9][CH2:10][CH3:11].